This data is from the Open Reaction Database (ORD), a public repository of structured organic reaction records. The task is: describe an organic reaction: reactants, conditions, products, and yield Reactants: IC1=CC(=C(C(=O)O)C=C1)[N+](=O)[O-] (4-iodo-2-nitrobenzoic acid), C1CCC2=NCCCN2CC1 (DBU), NC1=C(C(=O)OC)C=CC(=C1)I (Methyl 2-amino-4-iodobenzoate), IC (iodomethane). Solvent: CN(C)C=O (DMF), O (H2O). Conditions: temperature 0 celsius, time 15 minute. The product is IC1=CC(=C(C(=O)OC)C=C1)[N+](=O)[O-] (methyl 4-iodo-2-nitrobenzoate). Yield: 95.0%. RXN SMILES: N[C:2]1C=C(I)C=CC=1C(OC)=O.[I:13][C:14]1[CH:22]=[CH:21][C:17]([C:18]([OH:20])=[O:19])=[C:16]([N+:23]([O-:25])=[O:24])[CH:15]=1.C1CCN2C(=NCCC2)CC1.IC>CN(C=O)C.O>[I:13][C:14]1[CH:22]=[CH:21][C:17]([C:18]([O:20][CH3:2])=[O:19])=[C:16]([N+:23]([O-:25])=[O:24])[CH:15]=1. Reported procedure: Methyl 2-amino-4-iodobenzoate. To a stirred solution of 4-iodo-2-nitrobenzoic acid (2.3 g, 7.9 mmol) in DMF (30 mL) at 0° C. was added DBU (2.4 mL, 16 mmol) followed by iodomethane (1.5 mL, 24 mmol). The reaction mixture was stirred 15 min at 0° C., then was allowed to warm to room temperature and was stirred overnight. The mixture was poured into H2O and extracted with EtOAc (2×). The combined organic extracts were washed with H2O (2×), dried (MgSO4), and concentrated in vacuo. The residue was ...